This data is from the Open Reaction Database (ORD), a public repository of structured organic reaction records. The task is: describe an organic reaction: reactants, conditions, products, and yield Reactants: CCNC1=CC=CC(O)(NCC)C1, CS(C)=O, Cc1ccccc1, CO[Si](CCCCl)(OC)OC, [Na+], [OH-]. Product: CCNC1=CC=CC(NCC)(OCCC[Si](OC)(OC)OC)C1. As a reaction SMILES: [CH2:1]([CH3:2])[NH:3][C:4]1([OH:13])[CH2:5][C:6]([NH:10][CH2:11][CH3:12])=[CH:7][CH:8]=[CH:9]1.[CH3:14][S:15]([CH3:16])=[O:17].[CH3:31][c:32]1[cH:33][cH:34][cH:35][cH:36][cH:37]1.[Cl:20][CH2:21][CH2:22][CH2:23][Si:24]([O:25][CH3:26])([O:27][CH3:28])[O:29][CH3:30].[Na+:19].[OH-:18]>>[CH2:1]([CH3:2])[NH:3][C:4]1([O:13][CH2:21][CH2:22][CH2:23][Si:24]([O:25][CH3:26])([O:27][CH3:28])[O:29][CH3:30])[CH2:5][C:6]([NH:10][CH2:11][CH3:12])=[CH:7][CH:8]=[CH:9]1. RXN SMILES: [C:14]([CH3:15])([CH3:16])([CH3:17])[Si:18]([O:19][CH2:20][c:21]1[c:22]([Cl:33])[cH:23][c:24]([CH2:27][O:28][S:29]([CH3:30])(=[O:31])=[O:32])[cH:25][cH:26]1)([c:34]1[cH:35][cH:36][cH:37][cH:38][cH:39]1)[c:40]1[cH:41][cH:42][cH:43][cH:44][cH:45]1.[C:8](=[O:9])([O-:10])[O-:11].[CH3:47][N:48]([CH3:49])[CH:50]=[O:51].[K+:12].[K+:13].[OH2:46].[OH:1][c:2]1[cH:3][cH:4][cH:5][cH:6][cH:7]1>>[O:1]([c:2]1[cH:3][cH:4][cH:5][cH:6][cH:7]1)[CH2:27][c:24]1[cH:23][c:22]([Cl:33])[c:21]([CH2:20][O:19][Si:18]([C:14]([CH3:15])([CH3:16])[CH3:17])([c:34]2[cH:35][cH:36][cH:37][cH:38][cH:39]2)[c:40]2[cH:41][cH:42][cH:43][cH:44][cH:45]2)[cH:26][cH:25]1. Product: CC(C)(C)[Si](OCc1ccc(COc2ccccc2)cc1Cl)(c1ccccc1)c1ccccc1. The reactants are CC(C)(C)[Si](OCc1ccc(COS(C)(=O)=O)cc1Cl)(c1ccccc1)c1ccccc1, O=C([O-])[O-], CN(C)C=O, [K+], [K+], O, Oc1ccccc1. Reactants: ClCCl, COC(CN)OC, CCN(C(C)C)C(C)C, Cl, O=[N+]([O-])c1ccccc1S(=O)(=O)Cl. Yields the product COC(CNS(=O)(=O)c1ccccc1[N+](=O)[O-])OC. RXN SMILES: [CH2:31]([Cl:32])[Cl:33].[CH3:1][O:2][CH:3]([CH2:4][NH2:5])[O:6][CH3:7].[CH:21]([N:22]([CH:23]([CH3:24])[CH3:25])[CH2:26][CH3:27])([CH3:28])[CH3:29].[ClH:30].[N+:8](=[O:9])([O-:10])[c:11]1[c:12]([S:17](=[O:18])(=[O:19])[Cl:20])[cH:13][cH:14][cH:15][cH:16]1>>[CH3:1][O:2][CH:3]([CH2:4][NH:5][S:17]([c:12]1[c:11]([N+:8](=[O:9])[O-:10])[cH:16][cH:15][cH:14][cH:13]1)(=[O:18])=[O:19])[O:6][CH3:7]. Run at time 15 minute. Reported procedure: To a mixture of 2-({[2-chloro-6-(4-ethylpiperazin-1-yl)phenyl]methyl}sulfanyl)-6-methylpyrimidin-4-ol (500 mg, 1.3 mmol) in MeOH (10 mL) was added 4 M HCl/dioxane (2 mL, 8 mmol). The mixture was stirred for 15 minutes, evaporated, and dried in vacuo, affording the title compound (575 mg, 98% yield); 1H NMR (400 MHz, DMSO-d6): δ 1.26 (t, 3H, J=7.2 Hz), 2.24 (s, 3H), 3.15 (m, 6H), 3.22 (d, 2H, J=11.3 Hz), 3.49 (d, 2H, J=11.7 Hz), 4.67 (s, 2H), 6.11 (s, 1H), 7.19 (dd, 1H, J=1.2 Hz, 7.8 Hz), 7.29 (d... Solvent: CO (MeOH). Product: Cl.Cl.ClC1=C(C(=CC=C1)N1CCN(CC1)CC)CSC1=NC(=CC(=N1)O)C (2-({[2-chloro-6-(4-ethylpiperazin-1-yl)phenyl]methyl}sulfanyl)-6-methylpyrimidin-4-ol dihydrochloride). The reactants are ClC1=C(C(=CC=C1)N1CCN(CC1)CC)CSC1=NC(=CC(=N1)O)C (2-({[2-chloro-6-(4-ethylpiperazin-1-yl)phenyl]methyl}sulfanyl)-6-methylpyrimidin-4-ol), Cl.O1CCOCC1 (HCl dioxane). As a reaction SMILES: [Cl:1][C:2]1[CH:7]=[CH:6][CH:5]=[C:4]([N:8]2[CH2:13][CH2:12][N:11]([CH2:14][CH3:15])[CH2:10][CH2:9]2)[C:3]=1[CH2:16][S:17][C:18]1[N:23]=[C:22]([OH:24])[CH:21]=[C:20]([CH3:25])[N:19]=1.[ClH:26].O1CCOCC1>CO>[ClH:1].[ClH:26].[Cl:1][C:2]1[CH:7]=[CH:6][CH:5]=[C:4]([N:8]2[CH2:9][CH2:10][N:11]([CH2:14][CH3:15])[CH2:12][CH2:13]2)[C:3]=1[CH2:16][S:17][C:18]1[N:23]=[C:22]([OH:24])[CH:21]=[C:20]([CH3:25])[N:19]=1 |f:1.2,4.5.6|. Yield: 195.8%. Reactants: CC(C)(C)N, CN(C)C=O, [Cl-], O=[N+]([O-])c1ccccc1F, [Na+]. Reaction SMILES: [C:11]([CH3:12])([CH3:13])([CH3:14])[NH2:15].[CH3:18][N:19]([CH3:20])[CH:21]=[O:22].[Cl-:17].[F:1][c:2]1[c:3]([N+:8](=[O:9])[O-:10])[cH:4][cH:5][cH:6][cH:7]1.[Na+:16]>>[c:2]1([NH:15][C:11]([CH3:12])([CH3:13])[CH3:14])[c:3]([N+:8](=[O:9])[O-:10])[cH:4][cH:5][cH:6][cH:7]1. The product is CC(C)(C)Nc1ccccc1[N+](=O)[O-].